Dataset: the Open Reaction Database (ORD), a public repository of structured organic reaction records. Task: describe an organic reaction: reactants, conditions, products, and yield Product: COc1cc(OC)cc(C(=CC(=O)O)c2ccc(OC)c(OC)c2)c1. The reactants are CCOC(=O)C=C(c1cc(OC)cc(OC)c1)c1ccc(OC)c(OC)c1, CO, Cl, [K+], [OH-], O. RXN SMILES: [CH2:1]([CH3:2])[O:3][C:4]([CH:5]=[C:6]([c:7]1[cH:8][c:9]([O:15][CH3:16])[cH:10][c:11]([O:13][CH3:14])[cH:12]1)[c:17]1[cH:18][c:19]([O:25][CH3:26])[c:20]([O:23][CH3:24])[cH:21][cH:22]1)=[O:27].[CH3:30][OH:31].[ClH:32].[K+:29].[OH-:28].[OH2:33]>>[O:3]=[C:4]([CH:5]=[C:6]([c:7]1[cH:8][c:9]([O:15][CH3:16])[cH:10][c:11]([O:13][CH3:14])[cH:12]1)[c:17]1[cH:18][c:19]([O:25][CH3:26])[c:20]([O:23][CH3:24])[cH:21][cH:22]1)[OH:27].